Dataset: the Open Reaction Database (ORD), a public repository of structured organic reaction records. Task: describe an organic reaction: reactants, conditions, products, and yield Starting materials: Fc1cc(F)c(F)c(CBr)c1, Cc1cc(F)cc(F)c1. The product is Cc1cc(F)cc(F)c1F. As a reaction SMILES: [Br:1][CH2:2][c:3]1[c:4]([F:11])[c:5]([F:10])[cH:6][c:7]([F:9])[cH:8]1.[F:12][c:13]1[cH:14][c:15]([CH3:16])[cH:17][c:18]([F:19])[cH:20]1>>[CH3:2][c:3]1[c:4]([F:11])[c:5]([F:10])[cH:6][c:7]([F:9])[cH:8]1. Reactants: CN(C(=O)C1CCN(CC1)CC1=CC=CC=C1)OC (1-benzylpiperidine-4-carboxylic acid N-methyl-N-methoxyamide), [Cl-].[NH4+] (ammonium chloride), BrC1=CC=C(C=C1)OC(F)(F)F (1-Bromo-4-trifluoromethoxybenzene), C(CCC)[Li] (n-Butyllithium). The solvent is C1CCOC1 (THF), C1CCOC1 (THF). Yields the product C(C1=CC=CC=C1)N1CCC(CC1)C(C1=CC=C(C=C1)OC(F)(F)F)=O (1-benzyl-4-(4-trifluoromethoxybenzoyl)piperidine). Reported procedure: 1-Bromo-4-trifluoromethoxybenzene (5.3 g, 22.0 mmol) was dissolved in dry THF (70 ml) under a nitrogen atmosphere, and this solution was cooled to −60° C. n-Butyllithium (1.6 M) hexane solution (15 ml, 24.0 mmol) was added dropwise to the solution, and the mixture was allowed to reach a temperature of −30° C. and stirred for 1 hour. This mixture was cooled to −60° C. again, to which a solution of 1-benzylpiperidine-4-carboxylic acid N-methyl-N-methoxyamide (4.1 g, 15.6 mmol) prepared in Referenc... Reaction conditions: temperature -60 celsius, time 1 hour. As a reaction SMILES: Br[C:2]1[CH:7]=[CH:6][C:5]([O:8][C:9]([F:12])([F:11])[F:10])=[CH:4][CH:3]=1.C([Li])CCC.CN(OC)[C:20]([CH:22]1[CH2:27][CH2:26][N:25]([CH2:28][C:29]2[CH:34]=[CH:33][CH:32]=[CH:31][CH:30]=2)[CH2:24][CH2:23]1)=[O:21].[Cl-].[NH4+]>C1COCC1>[CH2:28]([N:25]1[CH2:26][CH2:27][CH:22]([C:20](=[O:21])[C:2]2[CH:7]=[CH:6][C:5]([O:8][C:9]([F:12])([F:11])[F:10])=[CH:4][CH:3]=2)[CH2:23][CH2:24]1)[C:29]1[CH:34]=[CH:33][CH:32]=[CH:31][CH:30]=1 |f:3.4|. Yield: 84.7%. Starting materials: COC(=O)c1ncsc1Br, O=C([O-])[O-], Cc1ccccc1, CCOC(C)=O, [Cs+], [Cs+], N=C(c1ccccc1)c1ccccc1, CC1(C)c2cccc(P(c3ccccc3)c3ccccc3)c2Oc2c(P(c3ccccc3)c3ccccc3)cccc21. The product is COC(=O)c1ncsc1N=C(c1ccccc1)c1ccccc1. RXN SMILES: [Br:1][c:2]1[c:3]([C:7](=[O:8])[O:9][CH3:10])[n:4][cH:5][s:6]1.[C:25](=[O:26])([O-:27])[O-:28].[CH3:73][c:74]1[cH:75][cH:76][cH:77][cH:78][cH:79]1.[CH3:80][CH2:81][O:82][C:83](=[O:84])[CH3:85].[Cs+:29].[Cs+:30].[c:11]1([C:17](=[NH:18])[c:19]2[cH:20][cH:21][cH:22][cH:23][cH:24]2)[cH:12][cH:13][cH:14][cH:15][cH:16]1.[c:31]1([P:32]([c:33]2[cH:34][cH:35][cH:36][cH:37][cH:38]2)[c:39]2[c:40]3[c:64]([cH:65][cH:66][cH:67]2)[C:61]([CH3:62])([CH3:63])[c:43]2[c:42]([c:47]([P:48]([c:49]4[cH:50][cH:51][cH:52][cH:53][cH:54]4)[c:55]4[cH:56][cH:57][cH:58][cH:59][cH:60]4)[cH:46][cH:45][cH:44]2)[O:41]3)[cH:68][cH:69][cH:70][cH:71][cH:72]1>>[c:2]1([N:18]=[C:17]([c:11]2[cH:12][cH:13][cH:14][cH:15][cH:16]2)[c:19]2[cH:20][cH:21][cH:22][cH:23][cH:24]2)[c:3]([C:7](=[O:8])[O:9][CH3:10])[n:4][cH:5][s:6]1. The reactants are COc1ccc(OC)c(C(=O)O)c1, CN(C)c1ccncc1, C(=NC1CCCCC1)=NC1CCCCC1, ClCCl, OC1C#CCCCCC#CC1=Cc1cccc2ccccc12. Yields the product COc1ccc(OC)c(C(=O)OC2C#CCCCCC#CC2=Cc2cccc3ccccc23)c1. As a reaction SMILES: [CH3:38][O:39][c:40]1[c:41]([C:42](=[O:43])[OH:44])[cH:45][c:46]([O:49][CH3:50])[cH:47][cH:48]1.[CH3:51][N:52]([c:53]1[cH:54][cH:55][n:56][cH:57][cH:58]1)[CH3:59].[CH:23]1([N:24]=[C:25]=[N:26][CH:27]2[CH2:28][CH2:29][CH2:30][CH2:31][CH2:32]2)[CH2:33][CH2:34][CH2:35][CH2:36][CH2:37]1.[Cl:60][CH2:61][Cl:62].[c:1]1([CH:11]=[C:12]2[CH:13]([OH:22])[C:14]#[C:15][CH2:16][CH2:17][CH2:18][CH2:19][C:20]#[C:21]2)[cH:2][cH:3][cH:4][c:5]2[cH:6][cH:7][cH:8][cH:9][c:10]12>>[c:1]1([CH:11]=[C:12]2[CH:13]([O:22][C:42]([c:41]3[c:40]([O:39][CH3:38])[cH:48][cH:47][c:46]([O:49][CH3:50])[cH:45]3)=[O:43])[C:14]#[C:15][CH2:16][CH2:17][CH2:18][CH2:19][C:20]#[C:21]2)[cH:2][cH:3][cH:4][c:5]2[cH:6][cH:7][cH:8][cH:9][c:10]12. The reactants are COC(CC1=CC(=CC=C1)O)=O ((3-hydroxy-phenyl)-acetic acid methyl ester), C([O-])([O-])=O.[K+].[K+] (potassium carbonate), ClCC=1N=C(OC1C)C1=CC=CC=C1 (4-chloromethyl-5-methyl-2-phenyl-oxazole). The solvent is C(C)(=O)OCC (ethyl acetate), CN(C)C=O (DMF). Conditions: temperature 40 celsius, time 16 hour. Product: COC(CC1=CC(=CC=C1)OCC=1N=C(OC1C)C1=CC=CC=C1)=O ([3-(5-methyl-2-phenyl-oxazol-4-ylmethoxy)-phenyl]-acetic acid methyl ester). As a reaction SMILES: [CH3:1][O:2][C:3](=[O:12])[CH2:4][C:5]1[CH:10]=[CH:9][CH:8]=[C:7]([OH:11])[CH:6]=1.C(=O)([O-])[O-].[K+].[K+].Cl[CH2:20][C:21]1[N:22]=[C:23]([C:27]2[CH:32]=[CH:31][CH:30]=[CH:29][CH:28]=2)[O:24][C:25]=1[CH3:26]>CN(C=O)C.C(OCC)(=O)C>[CH3:1][O:2][C:3](=[O:12])[CH2:4][C:5]1[CH:10]=[CH:9][CH:8]=[C:7]([O:11][CH2:20][C:21]2[N:22]=[C:23]([C:27]3[CH:32]=[CH:31][CH:30]=[CH:29][CH:28]=3)[O:24][C:25]=2[CH3:26])[CH:6]=1 |f:1.2.3|. Procedure: To a stirred solution of (3-hydroxy-phenyl)-acetic acid methyl ester (4.26 g, 25.66 mmol) and potassium carbonate (7.1 g, 51.33 mmol) in DMF (60 mL) is added 4-chloromethyl-5-methyl-2-phenyl-oxazole (5.33 g, 25.66 mmol) at RT. The reaction mixture is stirred for 16 h at 40° C. followed by 16 h at 60° C. The reaction mixture is cooled to RT, diluted with ethyl acetate, washed with water and brine, dried over anhydrous magnesium sulfate and concentrated at reduced pressure. The crude product is pu... Starting materials: ClCC=1SC2=NC=CC=C2N1 (2-(chloromethyl)[1,3]thiazolo[5,4-b]pyridine), CC(OCC)=O (EA), N1(CCNCC1)C1=CC=C(C=C1)O (4-(1-piperazinyl)phenol), D1. Product: N1=C(SC2=NC=CC=C21)CN2CCN(CC2)C2=CC=C(C=C2)O (4-[4-([1,3]thiazolo[5,4-b]pyridin-2-ylmethyl)-1-piperazinyl]phenol). Reaction SMILES: Cl[CH2:2][C:3]1[S:4][C:5]2[C:10]([N:11]=1)=[CH:9][CH:8]=[CH:7][N:6]=2.[N:12]1([C:18]2[CH:23]=[CH:22][C:21]([OH:24])=[CH:20][CH:19]=2)[CH2:17][CH2:16][NH:15][CH2:14][CH2:13]1.CC(=O)OCC>>[N:11]1[C:10]2[C:5](=[N:6][CH:7]=[CH:8][CH:9]=2)[S:4][C:3]=1[CH2:2][N:15]1[CH2:14][CH2:13][N:12]([C:18]2[CH:19]=[CH:20][C:21]([OH:24])=[CH:22][CH:23]=2)[CH2:17][CH2:16]1. Procedure details: The product from Example 38A (150 mg, 0.81 mmol), 4-(1-piperazinyl)phenol (160 mg, 0.98 mmol), and D1 EA (280 μL, 1.6 mmol) were processed as described in Example 38B to provide the title compound. 1H NMR (300 MHz, DMSO-d6) δ 2.73 (m, 4H) 3.02 (m, 4H) 4.03 (s, 2H) 6.72 (m, 4H) 7.56 (dd, J=8.14, 4.75 Hz, 1H) 8.33 (dd, J=8.14, 1.70 Hz, 1H) 8.59 (dd, J=4.58, 1.53 Hz, 1H): (ESI) m/z 327 (M+H)+.